Dataset: the Open Reaction Database (ORD), a public repository of structured organic reaction records. Task: describe an organic reaction: reactants, conditions, products, and yield The reactants are resultant solution, solution, C[Mg]Br (methylmagnesium bromide), [Cl-].[NH4+] (ammonium chloride), O (water), C(C)(=O)OCC (ethyl acetate), FC1=CC=C(CCN2CCC(CC2)N2CCC3=CC=C(C=C23)C=O)C=C1 (1-[1-(4-fluorophenethyl)piperdin-4-yl]-6-formylindoline). Run in CCOCC (ether), O1CCCC1 (tetrahydrofuran). The product is C(C(=O)O)(=O)O.FC1=CC=C(CCN2CCC(CC2)N2C=CC3=CC=C(C=C23)C(C)O)C=C1 (1-[1-(4-fluorophenethyl)piperidin-4-yl]-6-(1-hydroxyethyl)indole oxalate). As a reaction SMILES: [F:1][C:2]1[CH:26]=[CH:25][C:5]([CH2:6][CH2:7][N:8]2[CH2:13][CH2:12][CH:11]([N:14]3[C:22]4[C:17](=[CH:18][CH:19]=[C:20]([CH:23]=[O:24])[CH:21]=4)[CH2:16][CH2:15]3)[CH2:10][CH2:9]2)=[CH:4][CH:3]=1.[CH3:27][Mg]Br.[Cl-].[NH4+].[OH2:32].[C:33]([O:36]CC)(=[O:35])[CH3:34]>O1CCCC1.CCOCC>[C:33]([OH:36])(=[O:35])[C:34]([OH:24])=[O:32].[F:1][C:2]1[CH:26]=[CH:25][C:5]([CH2:6][CH2:7][N:8]2[CH2:9][CH2:10][CH:11]([N:14]3[C:22]4[C:17](=[CH:18][CH:19]=[C:20]([CH:23]([OH:24])[CH3:27])[CH:21]=4)[CH:16]=[CH:15]3)[CH2:12][CH2:13]2)=[CH:4][CH:3]=1 |f:2.3,8.9|. Reported procedure: 1-[1-(4-Fluorophenethyl)piperidin-4-yl]-6-formylindoline (0.15 g) obtained in Example 130 was dissolved in tetrahydrofuran (5 ml) and stirred under ice cooling. To the resultant solution was added a 1.0 M solution (0.5 ml) of methylmagnesium bromide in ether and the mixture was stirred for 30 min. Then a saturated aqueous solution of ammonium chloride, water and ethyl acetate were added to the reaction solution. The organic layer was separated, washed successively with water and brine and dried ...